Dataset: the Open Reaction Database (ORD), a public repository of structured organic reaction records. Task: describe an organic reaction: reactants, conditions, products, and yield Starting materials: CCOC(=O)c1ccc(C#Cc2ccc(C3(OCC)CC3)c(C(C)(C)C)c2)cc1, CCO, [Na+], C1CCOC1, [OH-]. The product is CCOC1(c2ccc(C#Cc3ccc(C(=O)O)cc3)cc2C(C)(C)C)CC1. Reaction SMILES: [CH2:1]([CH3:2])[O:3][C:4]1([c:7]2[c:8]([C:26]([CH3:27])([CH3:28])[CH3:29])[cH:9][c:10]([C:13]#[C:14][c:15]3[cH:16][cH:17][c:18]([C:19](=[O:20])[O:21][CH2:22][CH3:23])[cH:24][cH:25]3)[cH:11][cH:12]2)[CH2:5][CH2:6]1.[CH3:32][CH2:33][OH:34].[Na+:31].[O:35]1[CH2:36][CH2:37][CH2:38][CH2:39]1.[OH-:30]>>[CH2:1]([CH3:2])[O:3][C:4]1([c:7]2[c:8]([C:26]([CH3:27])([CH3:28])[CH3:29])[cH:9][c:10]([C:13]#[C:14][c:15]3[cH:16][cH:17][c:18]([C:19](=[O:20])[OH:21])[cH:24][cH:25]3)[cH:11][cH:12]2)[CH2:5][CH2:6]1. Reactants: FC1=C(C(=C(C=2C3=C(C(=C(C(=C3C(C12)(C1=CC(=CC(=C1)C(F)(F)F)C(F)(F)F)O)F)F)F)F)F)F)F (1,2,3,4,5,6,7,8-Octafluoro-9-hydroxy-9-(3,5-bistrifluoromethylphenyl)fluorene), P(Br)(Br)Br (PBr3). Run at time 1 hour. The product is FC1=C(C(=C(C=2C3=C(C(=C(C(=C3C(C12)C1=CC(=CC(=C1)C(F)(F)F)C(F)(F)F)F)F)F)F)F)F)F (1,2,3,4,5,6,7,8-Octafluoro-9-(3,5-bis-trifluoromethylphenyl)fluorene). Yield: 76.6%. RXN SMILES: [F:1][C:2]1[C:14]2[C:13](O)([C:15]3[CH:20]=[C:19]([C:21]([F:24])([F:23])[F:22])[CH:18]=[C:17]([C:25]([F:28])([F:27])[F:26])[CH:16]=3)[C:12]3[C:7](=[C:8]([F:33])[C:9]([F:32])=[C:10]([F:31])[C:11]=3[F:30])[C:6]=2[C:5]([F:34])=[C:4]([F:35])[C:3]=1[F:36].P(Br)(Br)Br>>[F:1][C:2]1[C:14]2[CH:13]([C:15]3[CH:20]=[C:19]([C:21]([F:24])([F:22])[F:23])[CH:18]=[C:17]([C:25]([F:26])([F:27])[F:28])[CH:16]=3)[C:12]3[C:7](=[C:8]([F:33])[C:9]([F:32])=[C:10]([F:31])[C:11]=3[F:30])[C:6]=2[C:5]([F:34])=[C:4]([F:35])[C:3]=1[F:36]. Reported procedure: g (0.002 moles) of the product (X), obtained according to the preparation reported in the preceeding example 5, are heated with 10 ml (0.105 moles) of PBr3 to 110° C. for 40 minutes. The reaction mass is hydrolyzed in ice, extracted with ethyl ether, the ether extract is washed with an aqueous solution of NaHCO3 (10%), dried on Na2SO4, filtered and the ether solution is dried. The residue is dissolved in 20 ml of acetic acid and 1 g of Zn in powder form is added. The mixture is stirred for 1 h a... Starting materials: ClC=1C=C(C(=C(C1)NC(OC(C)(C)C)=O)C)I (1,1-dimethylethyl (5-chloro-3-iodo-2-methylphenyl)carbamate), CC(C)(C#C)O (2-methyl-3-butyn-2-ol). The reagents and catalysts are [Cu]I (copper(I)iodide), [Pd](Cl)Cl (palladium(II)dichloride), C1(=CC=CC=C1)P(C1=CC=CC=C1)C1=CC=CC=C1 (triphenylphosphine). Run in C(C)#N (acetonitrile). Run at temperature 0 celsius. Yields the product ClC=1C=C(C(=C(C1)NC(OC(C)(C)C)=O)C)C#CC(C)(C)O (1,1-dimethylethyl [5-chloro-3-(3-hydroxy-3-methylbut-1-yn-1-yl)-2-methylphenyl]carbamate). Isolated yield 91.8%. Reaction SMILES: [Cl:1][C:2]1[CH:3]=[C:4](I)[C:5]([CH3:16])=[C:6]([NH:8][C:9](=[O:15])[O:10][C:11]([CH3:14])([CH3:13])[CH3:12])[CH:7]=1.[CH3:18][C:19]([OH:23])([C:21]#[CH:22])[CH3:20]>C(#N)C.[Cu]I.[Pd](Cl)Cl.C1(P(C2C=CC=CC=2)C2C=CC=CC=2)C=CC=CC=1>[Cl:1][C:2]1[CH:3]=[C:4]([C:22]#[C:21][C:19]([OH:23])([CH3:20])[CH3:18])[C:5]([CH3:16])=[C:6]([NH:8][C:9](=[O:15])[O:10][C:11]([CH3:14])([CH3:13])[CH3:12])[CH:7]=1. Procedure: A solution of 1,1-dimethylethyl (5-chloro-3-iodo-2-methylphenyl)carbamate (610 mg, 1.7 mmol), 2-methyl-3-butyn-2-ol (245 μl, 2.5 mmol), and triphenylphosphine (30 mg, 0.12 mmol) in acetonitrile (2 mL) was deoxygenated for 20 minutes. The solution was cooled to 0° C., followed by the addition of copper(I)iodide (12 mg, 0.07 mmol), and palladium(II)dichloride (13 mg, 0.06 mmol). The mixture was stirred at reflux for 1.5 hours, then cooled to room temperature and concentrated in-vacuo. The resultan... Starting materials: COC=1C=C(C=C(C1OC)OC)C1=NC=C(C=C1)N(CCN(C)C=1C=CC(=NC1)C1=CC(=C(C(=C1)OC)OC)OC)C (N,N′-bis[2-(3,4,5-trimethoxyphenyl)-5-pyridyl]-N,N′-dimethylethylenediamine), CS(=O)(=O)O (methanesulfonic acid). Solvent: CO.C(Cl)Cl (methanol methylene chloride). The product is CS(=O)(=O)O.CS(=O)(=O)O.COC=1C=C(C=C(C1OC)OC)C1=NC=C(C=C1)N(CCN(C)C=1C=CC(=NC1)C1=CC(=C(C(=C1)OC)OC)OC)C (N,N′-Bis[2-(3,4,5-trimethoxyphenyl)-5-pyridyl]-N,N′-dimethylethylenediamine dimethanesulfonate). Yield: 76.1%. RXN SMILES: [CH3:1][O:2][C:3]1[CH:4]=[C:5]([C:13]2[CH:18]=[CH:17][C:16]([N:19]([CH3:42])[CH2:20][CH2:21][N:22]([C:24]3[CH:25]=[CH:26][C:27]([C:30]4[CH:35]=[C:34]([O:36][CH3:37])[C:33]([O:38][CH3:39])=[C:32]([O:40][CH3:41])[CH:31]=4)=[N:28][CH:29]=3)[CH3:23])=[CH:15][N:14]=2)[CH:6]=[C:7]([O:11][CH3:12])[C:8]=1[O:9][CH3:10].[CH3:43][S:44]([OH:47])(=[O:46])=[O:45]>CO.C(Cl)Cl>[CH3:43][S:44]([OH:47])(=[O:46])=[O:45].[CH3:43][S:44]([OH:47])(=[O:46])=[O:45].[CH3:37][O:36][C:34]1[CH:35]=[C:30]([C:27]2[CH:26]=[CH:25][C:24]([N:22]([CH3:23])[CH2:21][CH2:20][N:19]([C:16]3[CH:17]=[CH:18][C:13]([C:5]4[CH:4]=[C:3]([O:2][CH3:1])[C:8]([O:9][CH3:10])=[C:7]([O:11][CH3:12])[CH:6]=4)=[N:14][CH:15]=3)[CH3:42])=[CH:29][N:28]=2)[CH:31]=[C:32]([O:40][CH3:41])[C:33]=1[O:38][CH3:39] |f:2.3,4.5.6|. Procedure details: To a solution of N,N′-bis[2-(3,4,5-trimethoxyphenyl)-5-pyridyl]-N,N′-dimethylethylenediamine (140.0 mg, 0.240 mmol) in methanol-methylene chloride (1:1, 6.0 mL) was added a 1.0 M aqueous methanesulfonic acid (0.48 mL, 0.48 mmol) and the reaction mixture was concentrated under reduced pressure. Ethanol (5.0 mL) was added to the residue and the mixture was concentrated under reduced pressure. The residue was recrystallized from methanol-methylene chloride-diethyl ether to provide the title compoun...